Task: describe an organic reaction: reactants, conditions, products, and yield. Dataset: the Open Reaction Database (ORD), a public repository of structured organic reaction records The reactants are ClCc1cnc(Nc2ccccn2)s1, Cl, [K+], CN(C)C=O, O=C(NC1CC1)c1ccc(F)c(O)c1, O=S(=O)([O-])O. Product: O=C(NC1CC1)c1ccc(F)c(OCc2cnc(Nc3ccccn3)s2)c1. RXN SMILES: [Cl:16][CH2:17][c:18]1[cH:19][n:20][c:21]([NH:23][c:24]2[n:25][cH:26][cH:27][cH:28][cH:29]2)[s:22]1.[ClH:15].[K+:35].[O:36]=[CH:37][N:38]([CH3:39])[CH3:40].[OH:1][c:2]1[cH:3][c:4]([C:5](=[O:6])[NH:7][CH:8]2[CH2:9][CH2:10]2)[cH:11][cH:12][c:13]1[F:14].[S:30](=[O:31])(=[O:32])([OH:33])[O-:34]>>[O:1]([c:2]1[cH:3][c:4]([C:5](=[O:6])[NH:7][CH:8]2[CH2:9][CH2:10]2)[cH:11][cH:12][c:13]1[F:14])[CH2:17][c:18]1[cH:19][n:20][c:21]([NH:23][c:24]2[n:25][cH:26][cH:27][cH:28][cH:29]2)[s:22]1. Reactants: ClCCOC1=NNC2=NC=NC(=C21)NC2=CC(=C(C=C2)OCC2=NC=CC=C2)Cl (3-(2-chloroethoxy)-N-[3-chloro-4-(pyridin-2-ylmethoxy)phenyl]-1H-pyrazolo[3,4-d]pyrimidin-4-amine), N1[C@H](CCC1)CO ((R)-2-pyrrolidinemethanol). The product is ClC=1C=C(C=CC1OCC1=NC=CC=C1)NC1=C2C(=NC=N1)NN=C2OCCN2[C@H](CCC2)CO (((2R)-1-{2-[(4-{[3-chloro-4-(pyridin-2-ylmethoxy)phenyl]amino}-1H-pyrazolo[3,4-d]pyrimidin-3-yl)oxy]ethyl}pyrrolidin-2-yl)methanol). Isolated yield 37.0%. As a reaction SMILES: Cl[CH2:2][CH2:3][O:4][C:5]1[C:13]2[C:8](=[N:9][CH:10]=[N:11][C:12]=2[NH:14][C:15]2[CH:20]=[CH:19][C:18]([O:21][CH2:22][C:23]3[CH:28]=[CH:27][CH:26]=[CH:25][N:24]=3)=[C:17]([Cl:29])[CH:16]=2)[NH:7][N:6]=1.[NH:30]1[CH2:34][CH2:33][CH2:32][C@@H:31]1[CH2:35][OH:36]>>[Cl:29][C:17]1[CH:16]=[C:15]([NH:14][C:12]2[N:11]=[CH:10][N:9]=[C:8]3[NH:7][N:6]=[C:5]([O:4][CH2:3][CH2:2][N:30]4[CH2:34][CH2:33][CH2:32][C@@H:31]4[CH2:35][OH:36])[C:13]=23)[CH:20]=[CH:19][C:18]=1[O:21][CH2:22][C:23]1[CH:28]=[CH:27][CH:26]=[CH:25][N:24]=1. Reported procedure: The procedure described in Example 23 was repeated using 3-(2-chloroethoxy)-N-[3-chloro-4-(pyridin-2-ylmethoxy)phenyl]-1H-pyrazolo[3,4-d]pyrimidin-4-amine and (R)-2-pyrrolidinemethanol to give the title compound in 37% yield; NMR Spectrum: 1.49-1.53 (m, 1H), 1.60-1.66 (m, 2H), 1.77-1.82 (m, 1H), 2.33-2.36 (m, 1H), 2.58 (br s, 1H), 2.77-2.79 (m, 1H), 3.13-3.15 (m, 1H), 3.26-3.29 (m, 2H), 3.37-3.41 (m, 1H), 4.39 (t, 2H), 4.44 (br s, 1H), 5.28 (s, 2H), 7.24 (d, 1H), 7.36 (t, 1H), 7.56 (s, 1H), 7.58... The reactants are C1(CCCCC1)NC1CCCCC1 (dicyclohexylamine), [Li]CCCC (n-BuLi), solution, N#N (N2), C(C)(C)(C)OC(C)=O (Acetic acid tert-butyl ester), BrC=1C=C(C=CC1)C1(OCCO1)C (2-(3-bromo-phenyl)-2-methyl-[1,3]dioxolane), {[P(t-Bu)3]PdBr}2. Solvent: C1(=CC=CC=C1)C (toluene), CCCCCC (hexane). Run at temperature 0 celsius, time 30 minute. The product is C(C)(C)(C)OC(CC1=CC(=CC=C1)C1(OCCO1)C)=O ([3-(2-Methyl-[1,3]dioxolan-2-yl)-phenyl]-acetic acid tert-butyl ester). As a reaction SMILES: N#N.C1(NC2CCCCC2)CCCCC1.[Li]CCCC.[C:21]([O:25][C:26](=[O:28])[CH3:27])([CH3:24])([CH3:23])[CH3:22].Br[C:30]1[CH:31]=[C:32]([C:36]2([CH3:41])[O:40][CH2:39][CH2:38][O:37]2)[CH:33]=[CH:34][CH:35]=1>C1(C)C=CC=CC=1.CCCCCC>[C:21]([O:25][C:26](=[O:28])[CH2:27][C:34]1[CH:35]=[CH:30][CH:31]=[C:32]([C:36]2([CH3:41])[O:37][CH2:38][CH2:39][O:40]2)[CH:33]=1)([CH3:24])([CH3:23])[CH3:22]. Procedure: In a flame dried round-bottomed flask equipped with a magnetic stir bar and under inert atmosphere (N2), a degassed solution of dicyclohexylamine (1.03 mL, 5.18 mmol) in toluene (30 mL) was treated 0° C. with n-BuLi (2.07 mL of a 2.5M solution in hexane, 5.18 mmol) and the reaction was stirred at 0° C. for 30 min. Acetic acid tert-butyl ester (0.59 mL, 4.40 mmol) was added dropwise and the reaction mixture was stirred at 0° C. for 50 min. To this solution was added a degassed suspension of 2-(3-... The reactants are C(C)OP(=O)(C)C1=CC=C(C=C1)C(=O)OCC (p-ethoxycarbonylphenyl-methylphosphinic acid ethyl ester), Cl (hydrochloric acid). Product: C(=O)(O)C1=CC=C(C=C1)P(O)(=O)C (p-carboxyphenyl-methylphosphinic acid). Yield: 86.4%. Reaction SMILES: C([O:3][P:4]([C:7]1[CH:12]=[CH:11][C:10]([C:13]([O:15]CC)=[O:14])=[CH:9][CH:8]=1)([CH3:6])=[O:5])C.Cl>>[C:13]([C:10]1[CH:9]=[CH:8][C:7]([P:4]([CH3:6])(=[O:3])[OH:5])=[CH:12][CH:11]=1)([OH:15])=[O:14]. Procedure details: 200 g of p-ethoxycarbonylphenyl-methylphosphinic acid ethyl ester are refluxed with concentrated hydrochloric acid in excess. After the reaction is complete, the water and the hydrogen chloride are distilled off in a water jet pump vacuum. The residue is recrystallized from water. 135 g of p-carboxyphenyl-methylphosphinic acid having a melting point of 238° C to 240° C are obtained, corresponding to a yield of 87%.